From a dataset of the Open Reaction Database (ORD), a public repository of structured organic reaction records. describe an organic reaction: reactants, conditions, products, and yield Reactants: O=C([O-])[O-], CC#N, FC(F)(F)c1ccc(CBr)cc1, CCOC(=O)CC(=O)c1ccc(F)cc1, [K+], [K+], O. Yields the product CCOC(=O)C(Cc1ccc(C(F)(F)F)cc1)C(=O)c1ccc(F)cc1. Reaction SMILES: [C:28](=[O:29])([O-:30])[O-:31].[CH3:34][C:35]#[N:36].[F:16][C:17]([c:18]1[cH:19][cH:20][c:21]([CH2:22][Br:23])[cH:24][cH:25]1)([F:26])[F:27].[F:1][c:2]1[cH:3][cH:4][c:5]([C:8]([CH2:9][C:10](=[O:11])[O:12][CH2:13][CH3:14])=[O:15])[cH:6][cH:7]1.[K+:32].[K+:33].[OH2:37]>>[F:1][c:2]1[cH:3][cH:4][c:5]([C:8]([CH:9]([C:10](=[O:11])[O:12][CH2:13][CH3:14])[CH2:22][c:21]2[cH:20][cH:19][c:18]([C:17]([F:16])([F:26])[F:27])[cH:25][cH:24]2)=[O:15])[cH:6][cH:7]1. Reactants: CC(=O)Nc1ccc(C=O)cc1, NCC1=C2C(=O)N=C(N)N=C2N=C1. Product: CC(=O)Nc1ccc(CNCC2=C3C(=O)N=C(N)N=C3N=C2)cc1. RXN SMILES: [C:14]([CH3:15])(=[O:16])[NH:17][c:18]1[cH:19][cH:20][c:21]([CH:22]=[O:23])[cH:24][cH:25]1.[NH2:1][C:2]1=[N:3][C:4](=[O:13])[C:5]2=[C:10]([CH2:11][NH2:12])[CH:9]=[N:8][C:6]2=[N:7]1>>[NH2:1][C:2]1=[N:3][C:4](=[O:13])[C:5]2=[C:10]([CH2:11][NH:12][CH2:22][c:21]3[cH:20][cH:19][c:18]([NH:17][C:14]([CH3:15])=[O:16])[cH:25][cH:24]3)[CH:9]=[N:8][C:6]2=[N:7]1. Reactants: COC1=C(C=CC(=C1)OC)C1=NNC2=C(C=CC=C12)C(F)(F)F (3-(2,4-dimethoxyphenyl)-7-(trifluoromethyl)-1H-indazole), C(C1=CC=CC=C1)Br (benzyl bromide). Yields the product C(C1=CC=CC=C1)N1N=C2C(=CC=CC2=C1C1=C(C=C(C=C1)O)OC)C(F)(F)F (4-[2-BENZYL-7-(TRIFLUOROMETHYL)-2H-INDAZOL-3-YL]-3-METHOXYPHENOL). As a reaction SMILES: [CH3:1][O:2][C:3]1[CH:8]=[C:7]([O:9]C)[CH:6]=[CH:5][C:4]=1[C:11]1[C:19]2[C:14](=[C:15]([C:20]([F:23])([F:22])[F:21])[CH:16]=[CH:17][CH:18]=2)[NH:13][N:12]=1.[CH2:24](Br)[C:25]1[CH:30]=[CH:29][CH:28]=[CH:27][CH:26]=1>>[CH2:24]([N:12]1[C:11]([C:4]2[CH:5]=[CH:6][C:7]([OH:9])=[CH:8][C:3]=2[O:2][CH3:1])=[C:19]2[C:14]([C:15]([C:20]([F:23])([F:21])[F:22])=[CH:16][CH:17]=[CH:18]2)=[N:13]1)[C:25]1[CH:30]=[CH:29][CH:28]=[CH:27][CH:26]=1. Reported procedure: Prepared according to Example 116 from 3-(2,4-dimethoxyphenyl)-7-(trifluoromethyl)-1H-indazole and benzyl bromide. Starting materials: CC(C)(C)[O-], C[P+](c1ccccc1)(c1ccccc1)c1ccccc1, CS(C)=O, O=Cc1cn(C(c2ccccc2)(c2ccccc2)c2ccccc2)c(F)n1, [I-], [K+], [PH5]. Product: C=Cc1cn(C(c2ccccc2)(c2ccccc2)c2ccccc2)c(F)n1. Reaction SMILES: [CH3:22][C:23]([CH3:24])([O-:25])[CH3:26].[CH3:2][P+:3]([c:4]1[cH:5][cH:6][cH:7][cH:8][cH:9]1)([c:10]1[cH:11][cH:12][cH:13][cH:14][cH:15]1)[c:16]1[cH:17][cH:18][cH:19][cH:20][cH:21]1.[CH3:56][S:57]([CH3:58])=[O:59].[F:29][c:30]1[n:31]([C:37]([c:38]2[cH:39][cH:40][cH:41][cH:42][cH:43]2)([c:44]2[cH:45][cH:46][cH:47][cH:48][cH:49]2)[c:50]2[cH:51][cH:52][cH:53][cH:54][cH:55]2)[cH:32][c:33]([CH:35]=[O:36])[n:34]1.[I-:1].[K+:27].[PH5:28]>>[CH2:2]=[CH:35][c:33]1[cH:32][n:31]([C:37]([c:38]2[cH:39][cH:40][cH:41][cH:42][cH:43]2)([c:44]2[cH:45][cH:46][cH:47][cH:48][cH:49]2)[c:50]2[cH:51][cH:52][cH:53][cH:54][cH:55]2)[c:30]([F:29])[n:34]1.